From a dataset of the Open Reaction Database (ORD), a public repository of structured organic reaction records. describe an organic reaction: reactants, conditions, products, and yield The reactants are ClC=1C(=NC(=NC1)NC1=CC2=C(CCNCC2)C=C1)NC1=C(C(=O)NC)C=CC=C1 (2-[5-Chloro-2-(2,3,4,5-tetrahydro-1H-benzo[d]azepin-7-ylamino)-pyrimidin-4-ylamino]-N-methyl-benzamide), C=O (formaldehyde), C(#N)[BH3-].[Na+] (sodium cyanoborohydride). Solvent: C(C)#N (acetonitrile). Reaction conditions: time 2 hour. Yields the product ClC=1C(=NC(=NC1)NC1=CC2=C(CCN(CC2)C)C=C1)NC1=C(C(=O)NC)C=CC=C1 (2-[5-Chloro-2-(3-methyl-2,3,4,5-tetrahydro-1H-benzo[d]azepin-7-ylamino)-pyrimidin-4-ylamino]-N-methyl-benzamide). RXN SMILES: [Cl:1][C:2]1[C:3]([NH:20][C:21]2[CH:30]=[CH:29][CH:28]=[CH:27][C:22]=2[C:23]([NH:25][CH3:26])=[O:24])=[N:4][C:5]([NH:8][C:9]2[CH:19]=[CH:18][C:12]3[CH2:13][CH2:14][NH:15][CH2:16][CH2:17][C:11]=3[CH:10]=2)=[N:6][CH:7]=1.C=O.[C:33]([BH3-])#N.[Na+]>C(#N)C>[Cl:1][C:2]1[C:3]([NH:20][C:21]2[CH:30]=[CH:29][CH:28]=[CH:27][C:22]=2[C:23]([NH:25][CH3:26])=[O:24])=[N:4][C:5]([NH:8][C:9]2[CH:19]=[CH:18][C:12]3[CH2:13][CH2:14][N:15]([CH3:33])[CH2:16][CH2:17][C:11]=3[CH:10]=2)=[N:6][CH:7]=1 |f:2.3|. Reported procedure: 2-[5-Chloro-2-(2,3,4,5-tetrahydro-1H-benzo[d]azepin-7-ylamino)-pyrimidin-4-ylamino]-N-methyl-benzamide was suspended in acetonitrile (5 mL). Aqueous formaldehyde (37%, 325 μL/4 mmol) and sodium cyanoborohydride (210 mg/3.3 mmol) were added sequentially and the reaction stirred at room temperature for two hours. The material was concentrated onto celite and the desired product was isolated by sequential column chromatography on silica gel (eluting with 0→50% methanol/methylene chloride) followed ... Reactants: ClC1=CC=C(S1)C=CS(=O)(=O)Cl (2-(5-chlorothiophen-2-yl)-ethenesulfonyl chloride), C(C)(C)(C)OC(=O)N1C(=CC=2C=NC=CC21)CN2C([C@H](CC2)N)=O (2-[3-(S)-amino-2-oxo-pyrrolidin-1-ylmethyl)-pyrrolo[3,2-c]pyridine-1-carboxylic acid tert-butyl ester). Yields the product C(C)(C)(C)OC(=O)N1C(=CC=2C=NC=CC21)CN2C([C@H](CC2)NS(=O)(=O)C=CC=2SC(=CC2)Cl)=O (2-{3-(S)-[2-(5-Chloro-thiophene-2-yl)-ethenesulfonylamino]-2-oxo-pyrrolidin-1-ylmethyl}-pyrrolo[3,2-c]pyridine-1-carboxylic acid tert-butyl ester). As a reaction SMILES: [Cl:1][C:2]1[S:6][C:5]([CH:7]=[CH:8][S:9](Cl)(=[O:11])=[O:10])=[CH:4][CH:3]=1.[C:13]([O:17][C:18]([N:20]1[C:28]2[CH:27]=[CH:26][N:25]=[CH:24][C:23]=2[CH:22]=[C:21]1[CH2:29][N:30]1[CH2:34][CH2:33][C@H:32]([NH2:35])[C:31]1=[O:36])=[O:19])([CH3:16])([CH3:15])[CH3:14]>>[C:13]([O:17][C:18]([N:20]1[C:28]2[CH:27]=[CH:26][N:25]=[CH:24][C:23]=2[CH:22]=[C:21]1[CH2:29][N:30]1[CH2:34][CH2:33][C@H:32]([NH:35][S:9]([CH:8]=[CH:7][C:5]2[S:6][C:2]([Cl:1])=[CH:3][CH:4]=2)(=[O:11])=[O:10])[C:31]1=[O:36])=[O:19])([CH3:16])([CH3:14])[CH3:15]. Procedure: The title compound is prepared as described in EXAMPLE 56, Part A using 2-(5-chlorothiophen-2-yl)-ethenesulfonyl chloride and 2-[3-(S)-amino-2-oxo-pyrrolidin-1-ylmethyl)-pyrrolo[3,2-c]pyridine-1-carboxylic acid tert-butyl ester as starting material. The crude product can be purified by column chromatography eluting with 5% MeOH/CH2Cl2 to give the title compound as a white solid or used in the subsequent step after an aqueous work-up without further purification. The reactants are C(CC)N (Propylamine), IC=1C=CC2=C(C(OC(N2)=O)=O)C1 (6-iodo-2H-3,1-benzoxazine-2,4(1H)-dione). Run in N1=CC=CC=C1 (pyridine). Reaction conditions: time 24 hour. The product is NC1=C(C(=O)NCCC)C=C(C=C1)I (2-Amino-5-iodo-N-propylbenzamide). Isolated yield 74.1%. As a reaction SMILES: [CH2:1]([NH2:4])[CH2:2][CH3:3].[I:5][C:6]1[CH:7]=[CH:8][C:9]2[NH:14]C(=O)O[C:11](=[O:16])[C:10]=2[CH:17]=1>N1C=CC=CC=1>[NH2:14][C:9]1[CH:8]=[CH:7][C:6]([I:5])=[CH:17][C:10]=1[C:11]([NH:4][CH2:1][CH2:2][CH3:3])=[O:16]. Procedure details: Propylamine (1.2 g, 20.3 mmol) and 6-iodo-2H-3,1-benzoxazine-2,4(1H)-dione (5.0 g, 17.3 mmol) were combined in pyridine (85 mL) and stirred at room temperature for 24 h. The reaction was concentrated under reduced pressure and the resulting residue was partitioned between ethyl acetate (200 mL) and 5% hydrochloric acid (200 mL). The phases were separated and the organic phase was washed with 1N sodium hydroxide, water, and brine. Drying over anhydrous sodium sulfate and evaporation under reduced... The reactants are [Br-], CC(C)C[Mg+], CC(C)CBr, CC(C)=O, CC(C)O, [Cl-], [Mg], [NH4+], C1CCOC1, O, O=Cc1cc(-c2ccccc2)no1. Yields the product CC(C)CC(=O)c1cc(-c2ccccc2)no1. RXN SMILES: [Br-:14].[CH2:15]([CH:16]([CH3:17])[CH3:18])[Mg+:19].[CH2:21]([Br:22])[CH:23]([CH3:24])[CH3:25].[CH3:33][C:34](=[O:35])[CH3:36].[CH:37]([OH:38])([CH3:39])[CH3:40].[Cl-:26].[Mg:20].[NH4+:27].[O:28]1[CH2:29][CH2:30][CH2:31][CH2:32]1.[OH2:41].[c:1]1(-[c:7]2[n:8][o:9][c:10]([CH:12]=[O:13])[cH:11]2)[cH:2][cH:3][cH:4][cH:5][cH:6]1>>[c:1]1(-[c:7]2[n:8][o:9][c:10]([C:12](=[O:13])[CH2:15][CH:16]([CH3:17])[CH3:18])[cH:11]2)[cH:2][cH:3][cH:4][cH:5][cH:6]1. The reactants are F[B-](F)(F)F.[H+] (tetrafluoroboric acid), NC=1C=C(C=CC1CCCCC)C1=NC=C(C=N1)CCCCCC (2-(3-amino-4-n-pentylphenyl)-5-n-hexylpyrimidine), N(=O)[O-].[Na+] (sodium nitrite). Run in O1CCOCC1 (dioxane), O (water). Run at time 1 hour. Yields the product FC=1C=C(C=CC1CCCCC)C1=NC=C(C=N1)CCCCCC (2-(3-Fluoro-4-n-pentylphenyl)-5-n-hexylpyrimidine). RXN SMILES: N[C:2]1[CH:3]=[C:4]([C:13]2[N:18]=[CH:17][C:16]([CH2:19][CH2:20][CH2:21][CH2:22][CH2:23][CH3:24])=[CH:15][N:14]=2)[CH:5]=[CH:6][C:7]=1[CH2:8][CH2:9][CH2:10][CH2:11][CH3:12].[F:25][B-](F)(F)F.[H+].N([O-])=O.[Na+]>O1CCOCC1.O>[F:25][C:2]1[CH:3]=[C:4]([C:13]2[N:18]=[CH:17][C:16]([CH2:19][CH2:20][CH2:21][CH2:22][CH2:23][CH3:24])=[CH:15][N:14]=2)[CH:5]=[CH:6][C:7]=1[CH2:8][CH2:9][CH2:10][CH2:11][CH3:12] |f:1.2,3.4|. Procedure: 56 g of 2-(3-amino-4-n-pentylphenyl)-5-n-hexylpyrimidine (m.p. 92°, obtainable by reaction of 2-(4-n-pentylphenyl)-5-n-hexylpyrimidine (c.p. 28.5°) with nitric acid to give 2-(3-nitro-4-n-pentylphenyl)-5-n-hexylpyrimidine (m.p. 41.5°) and hydrogenation on Raney nickel) is dissolved in 150 ml of dioxane at 50° and 208 ml of 35% tetrafluoroboric acid are added dropwise, with stirring. After one hour, the resulting emulsion is cooled to 0°, whereupon crystallization occurs. A solution of 20 g of so... Starting materials: ClC1=CC(=C(C=C1Cl)NNC(C(C)(C)C)=O)[N+](=O)[O-] (1-(4,5-dichloro-2-nitrophenyl)-2-trimethylacetyl-hydrazine), P(Cl)(Cl)(Cl)(Cl)Cl (phosphorus pentachloride), C1(=CC=CC=C1)O (phenol), C1(=CC=CC=C1)O (phenol). Solvent: C(Cl)(Cl)(Cl)Cl (carbon tetrachloride), C(Cl)(Cl)(Cl)Cl (carbon tetrachloride). Reaction conditions: temperature 20 celsius. Product: ClC1=CC(=C(C=C1Cl)NN=C(C(C)(C)C)Cl)[N+](=O)[O-] (1-(4,5-dichloro-2-nitrophenyl-hydrazono)-1-chloro-2,2-dimethylpropane). Isolated yield 63.6%. Reaction SMILES: [Cl:1][C:2]1[C:7]([Cl:8])=[CH:6][C:5]([NH:9][NH:10][C:11](=O)[C:12]([CH3:15])([CH3:14])[CH3:13])=[C:4]([N+:17]([O-:19])=[O:18])[CH:3]=1.P(Cl)(Cl)(Cl)(Cl)[Cl:21].C1(O)C=CC=CC=1>C(Cl)(Cl)(Cl)Cl>[Cl:1][C:2]1[C:7]([Cl:8])=[CH:6][C:5]([NH:9][N:10]=[C:11]([Cl:21])[C:12]([CH3:15])([CH3:14])[CH3:13])=[C:4]([N+:17]([O-:19])=[O:18])[CH:3]=1. Procedure details: A suspension of 1-(4,5-dichloro-2-nitrophenyl)-2-trimethylacetyl-hydrazine (739 g.) and phosphorus pentachloride (517 g.) in carbon tetrachloride (4.8 liters) is heated until the evolution of gas ceases, the reaction mixture being taken progressively to the reflux temperature. To the solution obtained there is added, after cooling to 20°C., a solution of phenol in carbon tetrachloride (3.36 liters) containing 2.36 moles of phenol per liter. The reaction mixture is then heated at the reflux tempe... Reactants: N(=[N+]=[N-])C(C)C=1N(C2=CC=CC=C2C1)C1=CC(=CC=C1)F (2-(1-azidoethyl)-1-(3-fluorophenyl)-1H-indole), CP(C)C (trimethylphosphine). The solvent is O1CCCC1 (tetrahydrofuran), O1CCCC1 (tetrahydrofuran). Conditions: time 1 hour. Yields the product FC=1C=C(C=CC1)N1C(=CC2=CC=CC=C12)C(C)N (1-[1-(3-Fluorophenyl)-1H-indol-2-yl]ethanamine). Yield: 133.7%. As a reaction SMILES: [N:1]([CH:4]([C:6]1[N:7]([C:15]2[CH:20]=[CH:19][CH:18]=[C:17]([F:21])[CH:16]=2)[C:8]2[C:13]([CH:14]=1)=[CH:12][CH:11]=[CH:10][CH:9]=2)[CH3:5])=[N+]=[N-].CP(C)C>O1CCCC1>[F:21][C:17]1[CH:16]=[C:15]([N:7]2[C:8]3[C:13](=[CH:12][CH:11]=[CH:10][CH:9]=3)[CH:14]=[C:6]2[CH:4]([NH2:1])[CH3:5])[CH:20]=[CH:19][CH:18]=1. Reported procedure: To a solution of 2-(1-azidoethyl)-1-(3-fluorophenyl)-1H-indole (0.14 g, 0.50 mmol) in tetrahydrofuran (3 mL) was added 1.00 M trimethylphosphine in tetrahydrofuran (0.75 mL, 0.75 mmol). The mixture was stirred at room temperature for 1 hour. The mixture was concentrated to give crude product (0.17 g), which was used directly in the next step. LCMS calculated for C16H13FN(M-NH2)+: m/z=238.1. Found: 238.1. As a reaction SMILES: [Cl:1][C:2]1[N:3]=[C:4]([C:9]2[CH:10]=[N:11][CH:12]=[CH:13][CH:14]=2)[S:5][C:6]=1[CH:7]=[O:8].[CH3:15][Mg]Cl.O.CC(O)=O>C1COCC1>[Cl:1][C:2]1[N:3]=[C:4]([C:9]2[CH:10]=[N:11][CH:12]=[CH:13][CH:14]=2)[S:5][C:6]=1[CH:7]([OH:8])[CH3:15]. Procedure: 4-Chloro-2-(3-pyridyl)thiazole-5-carbaldehyde (1.4 g, 6.25 mmol) was dissolved in dry THF (28 ml) and cooled to −10° C. A 3 M solution of methyl magnesiumchloride in THF (2.08 ml, 6.25 mmol) was added dropwise. The reaction mixture was stirred at ambient temperature for 18 hours. Water (1.7 ml) was added, followed by CH3COOH (1 ml). The reaction mixture was extracted with ethyl acetate, the organic layer was separated, dried, filtered, and the solvent was evaporated to dryness to get 1-[4-chloro... Yields the product ClC=1N=C(SC1C(C)O)C=1C=NC=CC1 (1-[4-chloro-2-(3-pyridyl)thiazol-5-yl]ethanol). Run at temperature -10 celsius, time 18 hour. Solvent: C1CCOC1 (THF), C1CCOC1 (THF). The reactants are solution, C[Mg]Cl (methyl magnesiumchloride), O (Water), ClC=1N=C(SC1C=O)C=1C=NC=CC1 (4-Chloro-2-(3-pyridyl)thiazole-5-carbaldehyde), CC(=O)O (CH3COOH). As a reaction SMILES: [C:1]([CH3:2])([CH3:3])([CH3:4])[O:5][C:6]([CH:7]([CH2:8][CH2:9][CH3:10])[NH:11][C:12](=[O:13])[CH:14]1[CH:15]([C:38]([NH:39][CH:40]([CH:41]([CH3:42])[CH3:43])[C:44]([NH:45][CH:46]([C:47](=[O:48])[O:49][CH3:50])[CH:51]2[CH2:52][CH2:53][CH2:54][CH2:55][CH2:56]2)=[O:57])=[O:58])[CH2:16][CH:17]([O:19][c:20]2[cH:21][c:22](-[c:32]3[cH:33][cH:34][cH:35][cH:36][cH:37]3)[n:23][c:24]3[cH:25][c:26]([O:30][CH3:31])[cH:27][cH:28][c:29]23)[CH2:18]1)=[O:59].[CH2:60]([SiH:61]([CH2:62][CH3:63])[CH2:64][CH3:65])[CH3:66].[CH3:67][c:68]1[cH:69][cH:70][cH:71][cH:72][cH:73]1.[Cl:74][CH2:75][Cl:76].[OH:77][C:78]([C:79]([F:80])([F:81])[F:82])=[O:83]>>[O:5]=[C:6]([CH:7]([CH2:8][CH2:9][CH3:10])[NH:11][C:12](=[O:13])[CH:14]1[CH:15]([C:38]([NH:39][CH:40]([CH:41]([CH3:42])[CH3:43])[C:44]([NH:45][CH:46]([C:47](=[O:48])[O:49][CH3:50])[CH:51]2[CH2:52][CH2:53][CH2:54][CH2:55][CH2:56]2)=[O:57])=[O:58])[CH2:16][CH:17]([O:19][c:20]2[cH:21][c:22](-[c:32]3[cH:33][cH:34][cH:35][cH:36][cH:37]3)[n:23][c:24]3[cH:25][c:26]([O:30][CH3:31])[cH:27][cH:28][c:29]23)[CH2:18]1)[OH:59]. Reactants: CCCC(NC(=O)C1CC(Oc2cc(-c3ccccc3)nc3cc(OC)ccc23)CC1C(=O)NC(C(=O)NC(C(=O)OC)C1CCCCC1)C(C)C)C(=O)OC(C)(C)C, CC[SiH](CC)CC, Cc1ccccc1, ClCCl, O=C(O)C(F)(F)F. The product is CCCC(NC(=O)C1CC(Oc2cc(-c3ccccc3)nc3cc(OC)ccc23)CC1C(=O)NC(C(=O)NC(C(=O)OC)C1CCCCC1)C(C)C)C(=O)O. The reactants are C1(=CC=CC=C1)C=1OC=C(N1)CCOC=1C=C(CBr)C=CC1 (3-[2-(2-phenyl-4-oxazolyl)ethoxy]benzyl bromide), final mixture, Cl (HCl), [H-].[Na+] (NaH), C(=O)(OCC1=CC=CC=C1)N[C@@H](CO)C(=O)O (CBZ-serine). Solvent: CN(C)C=O (DMF), CO (methanol), C1CCOC1 (THF), CN(C)C=O (DMF). Reaction conditions: temperature 0 celsius, time 1 hour. Product: C1(=CC=CC=C1)C=1OC=C(N1)CCOC=1C=C(COC[C@H](NC(=O)OCC2=CC=CC=C2)C(=O)O)C=CC1 (O-(3-[2-(2-Phenyl-4-oxazolyl)ethoxy]benzyl)-N-CBZ serine). RXN SMILES: [H-].[Na+].[C:3]([NH:13][C@H:14]([C:17]([OH:19])=[O:18])[CH2:15][OH:16])([O:5][CH2:6][C:7]1[CH:12]=[CH:11][CH:10]=[CH:9][CH:8]=1)=[O:4].[C:20]1([C:26]2[O:27][CH:28]=[C:29]([CH2:31][CH2:32][O:33][C:34]3[CH:35]=[C:36]([CH:39]=[CH:40][CH:41]=3)[CH2:37]Br)[N:30]=2)[CH:25]=[CH:24][CH:23]=[CH:22][CH:21]=1.Cl>CO.CN(C=O)C.C1COCC1>[C:20]1([C:26]2[O:27][CH:28]=[C:29]([CH2:31][CH2:32][O:33][C:34]3[CH:35]=[C:36]([CH:39]=[CH:40][CH:41]=3)[CH2:37][O:16][CH2:15][C@@H:14]([C:17]([OH:19])=[O:18])[NH:13][C:3]([O:5][CH2:6][C:7]3[CH:12]=[CH:11][CH:10]=[CH:9][CH:8]=3)=[O:4])[N:30]=2)[CH:21]=[CH:22][CH:23]=[CH:24][CH:25]=1 |f:0.1|. Procedure details: 0.448 g of 60% NaH/oil (0.27 g, 11.1 mM of NaH) was added to 40 mL of dry THF and cooled to 0° C. 1.21 g (5.08 mM of CBZ-serine was added dropwise as a dry DMF solution (10 mL) over 5 minutes. The resulting mixture was stirred at 0° C. for 1 hr. 2.00 g (5.58 mmoles) of 3-[2-(2-phenyl-4-oxazolyl)ethoxy]benzyl bromide, prepared as described in Example 22, Part B, was also added dropwise as a dry DMF solution (10 mL) over 5 minutes. The final mixture was stirred for 5 h at 0° C. and was then allowe...